Task: describe an organic reaction: reactants, conditions, products, and yield. Dataset: the Open Reaction Database (ORD), a public repository of structured organic reaction records The reactants are O(C)C(C)N (methoxylethanamine), COCCN (2-Methoxyethanamine), FC=1C2=C(C=C3CC4(C(NC(NC4=O)=O)=O)[C@@H]4N(C13)C[C@H](O[C@H]4C)C)C(=NO2)C2=NC(=NC=C2)S(=O)(=O)C ((2R,4S,4aS)-11-fluoro-2,4-dimethyl-8-(2-(methylsulfonyl)pyrimidin-4-yl)-2,4,4a,6-tetrahydro-1H,1′H-spiro[isoxazolo[4,5-g][1,4]oxazino[4,3-a]quinoline-5,5′-pyrimidine]-2′,4′,6′(3′H)-trione), CS(=O)C (DMSO). Run in C1CCOC1 (THF). Conditions: time 3 hour. The product is FC=1C2=C(C=C3CC4(C(NC(NC4=O)=O)=O)[C@@H]4N(C13)C[C@H](O[C@H]4C)C)C(=NO2)C2=NC(=NC=C2)NCCOC ((2R,4S,4aS)-11-fluoro-8-(2-(2-methoxyethylamino)pyrimidin-4-yl)-2,4-dimethyl-2,4,4a,6-tetrahydro-1H,1′H-spiro[isoxazolo[4,5-g][1,4]oxazino[4,3-a]quinoline-5,5′-pyrimidine]-2′,4′,6′(3′H)-trione). Yield: 76.2%. As a reaction SMILES: [CH3:1][O:2][CH2:3][CH2:4][NH2:5].[F:6][C:7]1[C:8]2[O:33][N:32]=[C:31]([C:34]3[CH:39]=[CH:38][N:37]=[C:36](S(C)(=O)=O)[N:35]=3)[C:9]=2[CH:10]=[C:11]2[C:24]=1[N:23]1[CH2:25][C@@H:26]([CH3:30])[O:27][C@@H:28]([CH3:29])[C@@H:22]1[C:13]1([C:18](=[O:19])[NH:17][C:16](=[O:20])[NH:15][C:14]1=[O:21])[CH2:12]2.CS(C)=O.O(C(N)C)C>C1COCC1>[F:6][C:7]1[C:8]2[O:33][N:32]=[C:31]([C:34]3[CH:39]=[CH:38][N:37]=[C:36]([NH:5][CH2:4][CH2:3][O:2][CH3:1])[N:35]=3)[C:9]=2[CH:10]=[C:11]2[C:24]=1[N:23]1[CH2:25][C@@H:26]([CH3:30])[O:27][C@@H:28]([CH3:29])[C@@H:22]1[C:13]1([C:18](=[O:19])[NH:17][C:16](=[O:20])[NH:15][C:14]1=[O:21])[CH2:12]2. Procedure details: 2-Methoxyethanamine (8.70 μL, 0.10 mmol) was added o a solution of (2R,4S,4aS)-11-fluoro-2,4-dimethyl-8-(2-(methylsulfonyl)pyrimidin-4-yl)-2,4,4a,6-tetrahydro-1H,1′H-spiro[isoxazolo[4,5-g][1,4]oxazino[4,3-a]quinoline-5,5′-pyrimidine]-2′,4′,6′(3H)-trione (Example 169, 50 mg, 0.09 mmol) in THF (5 mL), and the mixture was stirred at room temperature for 3 hours, DMSO (1 ml) was added followed by the addition of 2 more equivalence of methoxylethanamine, the mixture was stirred at room temperature fo... The reactants are CC(c1ccc(Br)cc1)N1CCC(N)CC1, CCN=C=NCCCN(C)C, CN(C)c1ccncc1, Cl, On1nnc2ccccc21, O=C(O)CCc1nc(-c2ccccn2)no1. Product: CC(c1ccc(Br)cc1)N1CCC(NC(=O)CCc2nc(-c3ccccn3)no2)CC1. RXN SMILES: [Br:1][c:2]1[cH:3][cH:4][c:5]([CH:8]([CH3:9])[N:10]2[CH2:11][CH2:12][CH:13]([NH2:16])[CH2:14][CH2:15]2)[cH:6][cH:7]1.[CH2:44]([N:45]=[C:46]=[N:47][CH2:48][CH2:49][CH2:50][N:51]([CH3:52])[CH3:53])[CH3:54].[CH3:55][N:56]([c:57]1[cH:58][cH:59][n:60][cH:61][cH:62]1)[CH3:63].[ClH:43].[OH:33][n:34]1[c:35]2[cH:36][cH:37][cH:38][cH:39][c:40]2[n:41][n:42]1.[n:17]1[c:18](-[c:23]2[n:24][o:25][c:26]([CH2:28][CH2:29][C:30](=[O:31])[OH:32])[n:27]2)[cH:19][cH:20][cH:21][cH:22]1>>[Br:1][c:2]1[cH:3][cH:4][c:5]([CH:8]([CH3:9])[N:10]2[CH2:11][CH2:12][CH:13]([NH:16][C:30]([CH2:29][CH2:28][c:26]3[o:25][n:24][c:23](-[c:18]4[n:17][cH:22][cH:21][cH:20][cH:19]4)[n:27]3)=[O:31])[CH2:14][CH2:15]2)[cH:6][cH:7]1. Reactants: NC1=C(C(=O)OC)C=CC(=C1)F (Methyl 2-amino-4-fluorobenzoate), C(C1=CC=CC=C1)=O (benzaldehyde), C(C)(=O)O[BH-](OC(C)=O)OC(C)=O.[Na+] (sodium triacetoxyborohydride), C(C)(=O)O (acetic acid). The solvent is C(Cl)Cl (CH2Cl2). Yields the product C(C1=CC=CC=C1)NC1=C(C(=O)OC)C=CC(=C1)F (methyl 2-(benzylamino)-4-fluorobenzoate). As a reaction SMILES: [NH2:1][C:2]1[CH:11]=[C:10]([F:12])[CH:9]=[CH:8][C:3]=1[C:4]([O:6][CH3:7])=[O:5].[CH:13](=O)[C:14]1[CH:19]=[CH:18][CH:17]=[CH:16][CH:15]=1.C(O[BH-](OC(=O)C)OC(=O)C)(=O)C.[Na+].C(O)(=O)C>C(Cl)Cl>[CH2:13]([NH:1][C:2]1[CH:11]=[C:10]([F:12])[CH:9]=[CH:8][C:3]=1[C:4]([O:6][CH3:7])=[O:5])[C:14]1[CH:19]=[CH:18][CH:17]=[CH:16][CH:15]=1 |f:2.3|. Procedure details: Methyl 2-amino-4-fluorobenzoate (0.90 g), benzaldehyde (0.54 mL), sodium triacetoxyborohydride (1.58 g) and acetic acid (0.3 mL) in CH2Cl2 (20 mL) were stirred for 3 hours. The reaction was quenched with methanol, concentrated, and chromatographed on silica gel with 5% ethyl acetate/hexanes. Starting materials: COc1ccc(C2=NN(C3CCNCC3)C(=O)C2(C)C)cc1OC, O=C(O)c1ccc2ccccc2c1. Yields the product COc1ccc(C2=NN(C3CCN(C(=O)c4ccc5ccccc5c4)CC3)C(=O)C2(C)C)cc1OC. As a reaction SMILES: [CH3:1][O:2][c:3]1[cH:4][c:5]([C:11]2=[N:15][N:14]([CH:16]3[CH2:17][CH2:18][NH:19][CH2:20][CH2:21]3)[C:13](=[O:22])[C:12]2([CH3:23])[CH3:24])[cH:6][cH:7][c:8]1[O:9][CH3:10].[OH:25][C:26](=[O:27])[c:28]1[cH:29][cH:30][c:31]2[cH:32][cH:33][cH:34][cH:35][c:36]2[cH:37]1>>[CH3:1][O:2][c:3]1[cH:4][c:5]([C:11]2=[N:15][N:14]([CH:16]3[CH2:17][CH2:18][N:19]([C:26](=[O:25])[c:28]4[cH:29][cH:30][c:31]5[cH:32][cH:33][cH:34][cH:35][c:36]5[cH:37]4)[CH2:20][CH2:21]3)[C:13](=[O:22])[C:12]2([CH3:23])[CH3:24])[cH:6][cH:7][c:8]1[O:9][CH3:10].